Dataset: the Open Reaction Database (ORD), a public repository of structured organic reaction records. Task: describe an organic reaction: reactants, conditions, products, and yield RXN SMILES: [B:24]([OH:25])([OH:26])[c:27]1[cH:28][cH:29][c:30]([C:31](=[O:32])[OH:33])[cH:34][cH:35]1.[K+:36].[K+:37].[O-:38][C:39]([O-:40])=[O:41].[O:1]1[CH2:2][O:3][c:4]2[c:5]1[cH:6][cH:7][c:8]([C:10]1([C:13](=[O:14])[NH:15][c:16]3[cH:17][c:18]([Br:23])[c:19]([CH3:22])[cH:20][cH:21]3)[CH2:11][CH2:12]1)[cH:9]2.[O:42]=[CH:43][N:44]([CH3:45])[CH3:46]>>[O:1]1[CH2:2][O:3][c:4]2[c:5]1[cH:6][cH:7][c:8]([C:10]1([C:13](=[O:14])[NH:15][c:16]3[cH:17][c:18](-[c:27]4[cH:28][cH:29][c:30]([C:31](=[O:32])[OH:33])[cH:34][cH:35]4)[c:19]([CH3:22])[cH:20][cH:21]3)[CH2:11][CH2:12]1)[cH:9]2. Starting materials: O=C(O)c1ccc(B(O)O)cc1, [K+], [K+], O=C([O-])[O-], Cc1ccc(NC(=O)C2(c3ccc4c(c3)OCO4)CC2)cc1Br, CN(C)C=O. Product: Cc1ccc(NC(=O)C2(c3ccc4c(c3)OCO4)CC2)cc1-c1ccc(C(=O)O)cc1. The reactants are CC(C)(C)OC(=O)N1CCc2c(Br)cccc2C1, CCCC[Sn](CCCC)(CCCC)c1ccccn1, C1COCCO1, c1ccc(P(c2ccccc2)(c2ccccc2)[Pd](P(c2ccccc2)(c2ccccc2)c2ccccc2)(P(c2ccccc2)(c2ccccc2)c2ccccc2)P(c2ccccc2)(c2ccccc2)c2ccccc2)cc1. Product: CC(C)(C)OC(=O)N1CCc2c(cccc2-c2ccccn2)C1. As a reaction SMILES: [Br:1][c:2]1[c:3]2[c:8]([cH:9][cH:10][cH:11]1)[CH2:7][N:6]([C:12](=[O:13])[O:14][C:15]([CH3:16])([CH3:17])[CH3:18])[CH2:5][CH2:4]2.[CH2:19]([Sn:20]([CH2:21][CH2:22][CH2:23][CH3:30])([c:24]1[n:25][cH:26][cH:27][cH:28][cH:29]1)[CH2:31][CH2:32][CH2:33][CH3:34])[CH2:35][CH2:36][CH3:37].[O:38]1[CH2:39][CH2:40][O:41][CH2:42][CH2:43]1.[cH:44]1[cH:45][cH:46][c:47]([P:48]([Pd:49]([P:50]([c:51]2[cH:52][cH:53][cH:54][cH:55][cH:56]2)([c:57]2[cH:58][cH:59][cH:60][cH:61][cH:62]2)[c:63]2[cH:64][cH:65][cH:66][cH:67][cH:68]2)([P:69]([c:70]2[cH:71][cH:72][cH:73][cH:74][cH:75]2)([c:76]2[cH:77][cH:78][cH:79][cH:80][cH:81]2)[c:82]2[cH:83][cH:84][cH:85][cH:86][cH:87]2)[P:88]([c:89]2[cH:90][cH:91][cH:92][cH:93][cH:94]2)([c:95]2[cH:96][cH:97][cH:98][cH:99][cH:100]2)[c:101]2[cH:102][cH:103][cH:104][cH:105][cH:106]2)([c:107]2[cH:108][cH:109][cH:110][cH:111][cH:112]2)[c:113]2[cH:114][cH:115][cH:116][cH:117][cH:118]2)[cH:119][cH:120]1>>[c:2]1(-[c:24]2[n:25][cH:26][cH:27][cH:28][cH:29]2)[c:3]2[c:8]([cH:9][cH:10][cH:11]1)[CH2:7][N:6]([C:12](=[O:13])[O:14][C:15]([CH3:16])([CH3:17])[CH3:18])[CH2:5][CH2:4]2. Reactants: CN1C(=O)C[C@](C)(N/C/1=N/C(=O)OC(C)(C)C)c2cc(Br)cs2, CC1(C)OB(OC1(C)C)c2cnn(Cc3ccccc3)c2. Reagents/catalysts: CCN=P(N=P(N(C)C)(N(C)C)N(C)C)(N(C)C)N(C)C (P2-Et), CC(C)c1cc(C(C)C)c(-c2ccccc2[PH](C(C)(C)C)(C(C)(C)C)[Pd]2(OS(C)(=O)=O)Nc3ccccc3-c3ccccc32)c(C(C)C)c1 (tBuXphos G3). Solvent: CS(C)=O (DMSO), O (water), CS(C)=O (DMSO), CS(C)=O (DMSO), CS(C)=O (DMSO). Run at time 22 hour. The product is CN1C(=O)C[C@](C)(N/C/1=N/C(=O)OC(C)(C)C)c2cc(cs2)c3cnn(Cc4ccccc4)c3, CN1C(=O)C[C@](C)(N/C/1=N/C(=O)OC(C)(C)C)c2cc(Br)cs2, c1ccc(-c2ccccc2)cc1. Starting materials: O=C1N(C(C2=CC=CC=C12)=O)C[C@@H]1CN(C[C@@H](C1)OC)C(=O)OCC1=CC=CC=C1 (cis-phenylmethyl (3RS,5SR)-3-[(1,3-dioxo-1,3-dihydro-2H-isoindol-2-yl)methyl]-5-(methyloxy)-1-piperidinecarboxylate), N#N (N2), [H][H] (hydrogen). The reagents and catalysts are [Pd] (Pd/C). The solvent is CCO (EtOH). Conditions: time 3 hour. The product is CO[C@@H]1C[C@@H](CNC1)CN1C(C2=CC=CC=C2C1=O)=O (Cis-2-{[(3RS,5SR)-5-(methyloxy)-3-piperidinyl]methyl}-1H-isoindole-1,3(2H)-dione). Isolated yield 89.3%. Reaction SMILES: [O:1]=[C:2]1[C:10]2[C:5](=[CH:6][CH:7]=[CH:8][CH:9]=2)[C:4](=[O:11])[N:3]1[CH2:12][C@H:13]1[CH2:18][C@@H:17]([O:19][CH3:20])[CH2:16][N:15](C(OCC2C=CC=CC=2)=O)[CH2:14]1.[H][H].N#N>CCO.[Pd]>[CH3:20][O:19][C@H:17]1[CH2:16][NH:15][CH2:14][C@@H:13]([CH2:12][N:3]2[C:4](=[O:11])[C:5]3[C:10](=[CH:9][CH:8]=[CH:7][CH:6]=3)[C:2]2=[O:1])[CH2:18]1. Procedure details: To cis-phenylmethyl (3RS,5SR)-3-[(1,3-dioxo-1,3-dihydro-2H-isoindol-2-yl)methyl]-5-(methyloxy)-1-piperidinecarboxylate (210 mg, 0.51 mmol) in EtOH (20 mL) was added Pd/C (50 mg; 10%). The reaction was hydrogenated on a Parr apparatus at 45 psi of H2 for 3 h. The hydrogen was displaced with N2 and the solution was filtered through a pad of Celite® to remove the catalyst which was washed with additional EtOH (50 mL). The filtrate was then concentrated under reduced pressure to give the desired com... RXN SMILES: [Cl:1][C:2]1[CH:7]=[C:6]([N+:8]([O-:10])=[O:9])[C:5](F)=[CH:4][C:3]=1[O:12][CH3:13].[NH2:14][CH:15]1[CH2:20][CH2:19][N:18]([C:21]([O:23][C:24]([CH3:27])([CH3:26])[CH3:25])=[O:22])[CH2:17][CH2:16]1.O.C(OCC)(=O)C>CN(C)C=O.C(N(C(C)C)CC)(C)C>[CH3:13][O:12][C:3]1[C:2]([Cl:1])=[CH:7][C:6]([N+:8]([O-:10])=[O:9])=[C:5]([NH:14][CH:15]2[CH2:16][CH2:17][N:18]([C:21]([O:23][C:24]([CH3:27])([CH3:26])[CH3:25])=[O:22])[CH2:19][CH2:20]2)[CH:4]=1. Reaction conditions: time 3 hour. The product is COC=1C(=CC(=C(C1)NC1CCN(CC1)C(=O)OC(C)(C)C)[N+](=O)[O-])Cl (1,1-Dimethylethyl 4-[(5-methoxy-4-chloro-2-nitrophenyl)amino]-piperidinecarboxylate). Procedure: 2-Chloro-4-nitro-5-fluoroanisole (D42) (300 mg) was dissolved in dry dimethylformamide (3 ml) and diisopropylethylamine (0.3 ml), and 1,1-dimethylethyl 4-amino-1-piperidinecarboxylate (330 mg) were added at room temperature. The mixture was stirred for 3 h, then water and ethyl acetate added. The organic layer was dried over MgSO4, filtered and evaporated, and the residue was crystallised from diethyl ether to afford the title compound, 400 mg. The solvent is CN(C=O)C (dimethylformamide), C(C)(C)N(CC)C(C)C (diisopropylethylamine). Starting materials: ClC1=C(C=C(C(=C1)[N+](=O)[O-])F)OC (2-Chloro-4-nitro-5-fluoroanisole), O (water), C(C)(=O)OCC (ethyl acetate), NC1CCN(CC1)C(=O)OC(C)(C)C (1,1-dimethylethyl 4-amino-1-piperidinecarboxylate). Reactants: [Br-].[Br-].[Br-].[NH+]1=CC=CC=C1.[NH+]1=CC=CC=C1.[NH+]1=CC=CC=C1 (pyridinium tribromide), ClC=1C(=C(C=CC1)C1=C2C=CNC2=CC=C1)F (4-(3-chloro-fluoro-phenyl)-1H-indole), C(C)(=O)O (acetic acid). Reagents/catalysts: [Zn] (Zinc). Solvent: CC(C)(C)O.C(C)O.C(C)(=O)O (t-BuOH ethanol acetic acid). Conditions: temperature 27 celsius, time 3 hour. Product: ClC=1C=C(C=CC1F)C1=C2CC(NC2=CC=C1)=O (4-(3-chloro-4-fluoro-phenyl)-1,3-dihydro-indol-2-one). Isolated yield 64.0%. As a reaction SMILES: [Cl:1][C:2]1[C:3]([F:17])=[C:4](C2C=CC=C3C=2C=CN3)[CH:5]=CC=1.[Br-].[Br-].[Br-].[NH+:21]1[CH:26]=[CH:25][CH:24]=[CH:23][CH:22]=1.[NH+]1C=C[CH:30]=[CH:29][CH:28]=1.[NH+]1C=CC=CC=1.[C:39]([OH:42])(=O)[CH3:40]>CC(O)(C)C.C(O)C.C(O)(=O)C.[Zn]>[Cl:1][C:2]1[CH:22]=[C:23]([C:24]2[CH:30]=[CH:29][CH:28]=[C:26]3[C:25]=2[CH2:40][C:39](=[O:42])[NH:21]3)[CH:5]=[CH:4][C:3]=1[F:17] |f:1.2.3.4.5.6,8.9.10|. Procedure: To the suspension of 4-(3-chloro-fluoro-phenyl)-1H-indole (2.03 g, 8.26 mmol) in t-BuOH-ethanol-acetic acid (3:2:1) (99 mL) was added pyridinium tribromide (7.93 g, 24.79 mmol)) portionwise. The mixture was stirred at 27° C. for 3 hours, and then to the mixture was added acetic acid (40 mL). Zinc dust was added to the reaction mixture portionwise until the color changed from deep red to light yellow, and the reaction mixture was stirred at room temperature for one hour. The unreacted zinc dust w... Yields the product CC(=O)OCC1COC(C)(C)O1. As a reaction SMILES: [CH3:16][C:17](=[O:18])[O:19][C:20](=[O:21])[CH3:22].[CH3:27][CH2:28][O:29][C:30](=[O:31])[CH3:32].[Cl:24][CH2:25][Cl:26].[OH2:23].[OH:1][CH2:2][CH:3]1[O:4][C:5]([CH3:8])([CH3:9])[O:6][CH2:7]1.[cH:10]1[cH:11][cH:12][n:13][cH:14][cH:15]1>>[O:1]([CH2:2][CH:3]1[O:4][C:5]([CH3:8])([CH3:9])[O:6][CH2:7]1)[C:17]([CH3:16])=[O:18]. Starting materials: CC(=O)OC(C)=O, CCOC(C)=O, ClCCl, O, CC1(C)OCC(CO)O1, c1ccncc1. The reactants are N1C=CC=C1 (pyrrole), CC(C)([O-])C.[K+] (potassium tert-butoxide), ClC=1NC(=C(C1C#N)Cl)C1=CC(=C(C=C1)Cl)Cl (2,4-dichloro-5-(3,4-dichlorophenyl)pyrrole-3-carbonitrile), C(C)OCCl (chloromethyl ethyl ether). Solvent: O1CCCC1 (tetrahydrofuran), CCCCCC.C(C)(=O)OCC (hexane ethyl acetate). Product: ClC=1N(C(=C(C1C#N)Cl)C1=CC(=C(C=C1)Cl)Cl)COCC (2,4-Dichloro-5-(3,4-dichlorophenyl)-1-(ethoxymethyl)pyrrole-3-carbonitrile). The yield is 89.4%. As a reaction SMILES: CC(C)([O-])C.[K+].[Cl:7][C:8]1[NH:9][C:10]([C:16]2[CH:21]=[CH:20][C:19]([Cl:22])=[C:18]([Cl:23])[CH:17]=2)=[C:11]([Cl:15])[C:12]=1[C:13]#[N:14].[CH2:24]([O:26][CH2:27]Cl)[CH3:25].N1C=CC=C1>CCCCCC.C(OCC)(=O)C.O1CCCC1>[Cl:7][C:8]1[N:9]([CH2:27][O:26][CH2:24][CH3:25])[C:10]([C:16]2[CH:21]=[CH:20][C:19]([Cl:22])=[C:18]([Cl:23])[CH:17]=2)=[C:11]([Cl:15])[C:12]=1[C:13]#[N:14] |f:0.1,5.6|. Procedure details: To a mixture of potassium tert-butoxide (0.62 g, 0.0055 mol) and tetrahydrofuran (50 mL) is added 2,4-dichloro-5-(3,4-dichlorophenyl)pyrrole-3-carbonitrile (1.3 g, 0.0043 mol) followed by chloromethyl ethyl ether (0.52 g, 0.0055 mol). After stirring the reaction mixture overnight, TLC (1:1 hexane/ethyl acetate shows no remaining starting pyrrole and the reaction is concentrated in vacuo. Addition of water to the residue affords a solid which is collected and dried to give the title compound as a... Reactants: Cl (HCl), C(#N)C1=C(C=C(C=N1)N1C(N(C2(CCC2)C1=O)C1=CC(=C(C(=O)OCC)C=C1)F)=S)C(F)(F)F (ethyl 4-(7-(6-cyano-5-(trifluoromethyl)pyridin-3-yl)-8-oxo-6-thioxo-5,7-diazaspiro[3.4]octan-5-yl)-2-fluorobenzoate), C(#N)C1=C(C=C(C=N1)N1C(N(C2(CCC2)C1=O)C1=CC(=C(C(=O)OCC)C=C1)F)=S)C(F)(F)F (ethyl 4-(7-(6-cyano-5-(trifluoromethyl)pyridin-3-yl)-8-oxo-6-thioxo-5,7-diazaspiro[3.4]octan-5-yl)-2-fluorobenzoate), [OH-].[Na+] (NaOH). Run in CO (MeOH). Run at time 18 hour. Product: C(#N)C1=C(C=C(C=N1)N1C(N(C2(CCC2)C1=O)C1=CC(=C(C(=O)O)C=C1)F)=S)C(F)(F)F (4-(7-(6-cyano-5-(trifluoromethyl)pyridin-3-yl)-8-oxo-6-thioxo-5,7-diazaspiro[3.4]octan-5-yl)-2-fluorobenzoic acid). Yield: 95.5%. As a reaction SMILES: [C:1]([C:3]1[N:8]=[CH:7][C:6]([N:9]2[C:16](=[O:17])[C:12]3([CH2:15][CH2:14][CH2:13]3)[N:11]([C:18]3[CH:28]=[CH:27][C:21]([C:22]([O:24]CC)=[O:23])=[C:20]([F:29])[CH:19]=3)[C:10]2=[S:30])=[CH:5][C:4]=1[C:31]([F:34])([F:33])[F:32])#[N:2].[OH-].[Na+].Cl>CO>[C:1]([C:3]1[N:8]=[CH:7][C:6]([N:9]2[C:16](=[O:17])[C:12]3([CH2:15][CH2:14][CH2:13]3)[N:11]([C:18]3[CH:28]=[CH:27][C:21]([C:22]([OH:24])=[O:23])=[C:20]([F:29])[CH:19]=3)[C:10]2=[S:30])=[CH:5][C:4]=1[C:31]([F:34])([F:32])[F:33])#[N:2] |f:1.2|. Reported procedure: A mixture of ethyl 4-(7-(6-cyano-5-(trifluoromethyl)pyridin-3-yl)-8-oxo-6-thioxo-5,7-diazaspiro[3.4]octan-5-yl)-2-fluorobenzoate (Compound 3, 1 g, 2.03 mmol) and NaOH (3M, 10 mL) in MeOH (10 mL) was stirred at room temperature for 18 h. Aqueous HCl (2M) was added to the reaction mixture until the pH=2 and the aqueous layer was extracted with DCM (5×), the organics were combined, dried over sodium sulfate, and evaporated to dryness to afford 900 mg of 4-(7-(6-cyano-5-(trifluoromethyl)pyridin-3-yl... The reactants are COC=1C=CC(=CC1)P2(=S)SP(=S)(S2)C=3C=CC(=CC3)OC (Lawesson's reagent), FC=1C=C(C=CC1)N(C(=O)C1=NC=CC=C1)C (N-(3-fluorophenyl)-N-methyl-2-pyridinecarboxamide). The solvent is C1(=CC=CC=C1)C (toluene). The product is FC=1C=C(C=CC1)N(C(=S)C1=NC=CC=C1)C (N-(3-fluorophenyl)-N-methyl-2-pyridinecarbothioamide). Yield: 87.4%. Reaction SMILES: COC1C=CC(P2(SP(C3C=CC(OC)=CC=3)(=S)S2)=[S:10])=CC=1.[F:23][C:24]1[CH:25]=[C:26]([N:30]([CH3:39])[C:31]([C:33]2[CH:38]=[CH:37][CH:36]=[CH:35][N:34]=2)=O)[CH:27]=[CH:28][CH:29]=1>C1(C)C=CC=CC=1>[F:23][C:24]1[CH:25]=[C:26]([N:30]([CH3:39])[C:31]([C:33]2[CH:38]=[CH:37][CH:36]=[CH:35][N:34]=2)=[S:10])[CH:27]=[CH:28][CH:29]=1. Reported procedure: Lawesson's reagent (3.20 g, 7.9 mmol) and N-(3-fluorophenyl)-N-methyl-2-pyridinecarboxamide (3.51 g, 15.2 mmol) were heated to reflux in toluene (45 mL) under nitrogen for 2 hours. The residue, after evaporation of the solvent, was dissolved in dichloromethane, preadsorbed onto silica gel, and flash chromatographed (250 g of silica gel eluted with 10% ethyl acetate in petroleum ether) to yield N-(3-fluorophenyl)-N-methyl-2-pyridinecarbothioamide as a yellow solid (1.70 g, 45%), m.p. 100°-103° C.